This data is from the Open Reaction Database (ORD), a public repository of structured organic reaction records. The task is: describe an organic reaction: reactants, conditions, products, and yield Starting materials: CN(C)C=O, Fc1ccc(C(Cl)Cn2ccnc2)cc1, [H-], [Na+], COC(=O)c1ccc(S)cc1. The product is COC(=O)c1ccc(SC(Cn2ccnc2)c2ccc(F)cc2)cc1. RXN SMILES: [CH3:29][N:30]([CH3:31])[CH:32]=[O:33].[Cl:14][CH:15]([CH2:16][n:17]1[cH:18][n:19][cH:20][cH:21]1)[c:22]1[cH:23][cH:24][c:25]([F:28])[cH:26][cH:27]1.[H-:12].[Na+:13].[SH:1][c:2]1[cH:3][cH:4][c:5]([C:6](=[O:7])[O:8][CH3:9])[cH:10][cH:11]1>>[S:1]([c:2]1[cH:3][cH:4][c:5]([C:6](=[O:7])[O:8][CH3:9])[cH:10][cH:11]1)[CH:15]([CH2:16][n:17]1[cH:18][n:19][cH:20][cH:21]1)[c:22]1[cH:23][cH:24][c:25]([F:28])[cH:26][cH:27]1. The reactants are [N+]=1(C(=CC=CC1C)C)[O-] (2,6-Lutidine 1-oxide), [N+](=O)(O)[O-] (nitric acid). The solvent is S(O)(O)(=O)=O (sulfuric acid). The product is [N+](=O)([O-])C=1C=C([N+](=C(C1)C)[O-])C (4-Nitro-2,6-lutidine 1-oxide). As a reaction SMILES: [N+:1]1([O-:9])[C:2]([CH3:8])=[CH:3][CH:4]=[CH:5][C:6]=1[CH3:7].[N+:10]([O-])([OH:12])=[O:11]>S(=O)(=O)(O)O>[N+:10]([C:4]1[CH:3]=[C:2]([CH3:8])[N+:1]([O-:9])=[C:6]([CH3:7])[CH:5]=1)([O-:12])=[O:11]. Procedure: A mixture of 2,6-lutidine 1-oxide (20, 15 g, 110 mmol) and concentrated sulfuric acid (98%, 30 ml) and concentrated nitric acid (70%, 12 ml) is heated under reflux for 3 hours. The mixture is poured into a large excess of ice and extracted with chloroform (3×100 ml). The combined chloroform extracts are washed with aqueous sodium hydroxide and water and dried over magnesium sulfate. Removal of the solvent yields pure yellow solid 4-Nitro-2,6-lutidine 1-oxide (21). 1H NMR (300 MHz, CDCl3) δ 2.64 ... Starting materials: C1(=CC=CC=C1)C (toluene), ice water, ice, [N+](=O)(O)[O-] (nitric acid), C(=O)(C(=O)OCC)NC=1C=C(C(C#N)=CC1)C#N (4-ethoxalylaminophthalonitrile). Solvent: C(C)(=O)OCC (ethyl acetate). Conditions: time 48 hour. Yields the product C(=O)(C(=O)OCC)NC=1C=C(C(C#N)=CC1[N+](=O)[O-])C#N (4-ethoxalylamino-5-nitrophthalonitrile). The yield is 30.0%. As a reaction SMILES: [N+:1]([O-:4])(O)=[O:2].[C:5]([NH:12][C:13]1[CH:14]=[C:15]([C:21]#[N:22])[C:16](=[CH:19][CH:20]=1)[C:17]#[N:18])([C:7]([O:9][CH2:10][CH3:11])=[O:8])=[O:6].C1(C)C=CC=CC=1>C(OCC)(=O)C>[C:5]([NH:12][C:13]1[CH:14]=[C:15]([C:21]#[N:22])[C:16](=[CH:19][C:20]=1[N+:1]([O-:4])=[O:2])[C:17]#[N:18])([C:7]([O:9][CH2:10][CH3:11])=[O:8])=[O:6]. Procedure: To 50 ml ice-cooled 100% nitric acid was added gradually 2.0 g (8.2 mmol) 4-ethoxalylaminophthalonitrile. Stirring was continued at 25° C. for 48 h. The reaction mixture was poured into 300 ml ice-water to give 1.6 g crude product. Column chromatography (200 g kiselgel; eluents: toluene containing ethyl acetate) gave 0.7 g (30%) 4-ethoxalylamino-5-nitrophthalonitrile. M.p. 140°-141° C. 1H-NMR (DMSO-d6): 11.7 (1H, s), 8.97 (1H, s), 8.70 (1H, s), 4.4 (2H, q), 1.4 (3H, t), and 0.75 g (32%) 4-ethoxa... The reactants are CO, Cc1nc(Cl)c(F)c(Cl)n1, [NH4+], [OH-], O. Product: Cc1nc(N)c(F)c(Cl)n1. RXN SMILES: [CH3:13][OH:14].[Cl:1][c:2]1[n:3][c:4]([CH3:10])[n:5][c:6]([Cl:9])[c:7]1[F:8].[NH4+:11].[OH-:12].[OH2:15]>>[Cl:1][c:2]1[n:3][c:4]([CH3:10])[n:5][c:6]([NH2:11])[c:7]1[F:8]. Reactants: CS(=O)C (dimethyl sulfoxide), C(C)(=O)OCC (ethyl acetate), BrC=1C=C(C=O)C=CC1O (3-bromo-4-hydroxybenzaldehyde), NC1=C(C=CC(=C1)Cl)S (2-amino-4-chlorobenzenethiol). Solvent: O (water). The product is BrC1=C(C=CC(=C1)C=1SC2=C(N1)C=C(C=C2)Cl)O (2-bromo-4-(5-chlorobenzo[d]thiazol-2-yl)phenol). Isolated yield 30.3%. RXN SMILES: CS(C)=O.[Br:5][C:6]1[CH:7]=[C:8]([CH:11]=[CH:12][C:13]=1[OH:14])[CH:9]=O.[NH2:15][C:16]1[CH:21]=[C:20]([Cl:22])[CH:19]=[CH:18][C:17]=1[SH:23].C(OCC)(=O)C>O>[Br:5][C:6]1[CH:7]=[C:8]([C:9]2[S:23][C:17]3[CH:18]=[CH:19][C:20]([Cl:22])=[CH:21][C:16]=3[N:15]=2)[CH:11]=[CH:12][C:13]=1[OH:14]. Reported procedure: In a dimethyl sulfoxide (DMSO) (2 mL) solvent, a solution including 3-bromo-4-hydroxybenzaldehyde (163.7 mg, 0.81 mmol) and 2-amino-4-chlorobenzenethiol (100 mg, 0.45 mmol) was refluxed for 1 hour. After cooling, the residual was distributed between ethyl acetate and water, and an organic layer was dried by using MgSO4, filtered, and evaporated under reduced pressure. The resultant residual was added to water, and then, the precipitate was filtered and the filtered product was washed with water ...